Dataset: the Open Reaction Database (ORD), a public repository of structured organic reaction records. Task: describe an organic reaction: reactants, conditions, products, and yield The solvent is CO (MeOH), O (water), C(=O)(O)[O-].[Na+] (NaHCO3). Reported procedure: To a stirred solution of 6-methoxy-1-[1-(1-methyl-1H-imidazole-4-sulfonyl)-piperidin-4-yl]-3,4-dihydro-isoquinoline (0.077 g, 0.197 mmol) in MeOH (3 ml) cooled to 0° C. was added NaBH4. The reaction mixture was then stirred at RT for 2 hours and diluted with water (5 ml) and sat. NaHCO3 (5 ml). The mixture was extracted with EtOAc (3×10 ml). The combined organics were washed with brine (1×10 ml), dried over MgSO4, filtered, and concentrated in vacuo. The residue was purified by radial chromatogr... As a reaction SMILES: [CH3:1][O:2][C:3]1[CH:4]=[C:5]2[C:10](=[CH:11][CH:12]=1)[C:9]([CH:13]1[CH2:18][CH2:17][N:16]([S:19]([C:22]3[N:23]=[CH:24][N:25]([CH3:27])[CH:26]=3)(=[O:21])=[O:20])[CH2:15][CH2:14]1)=[N:8][CH2:7][CH2:6]2.[BH4-].[Na+]>CO.O.C([O-])(O)=O.[Na+]>[CH3:1][O:2][C:3]1[CH:4]=[C:5]2[C:10](=[CH:11][CH:12]=1)[CH:9]([CH:13]1[CH2:18][CH2:17][N:16]([S:19]([C:22]3[N:23]=[CH:24][N:25]([CH3:27])[CH:26]=3)(=[O:21])=[O:20])[CH2:15][CH2:14]1)[NH:8][CH2:7][CH2:6]2 |f:1.2,5.6|. The reactants are COC=1C=C2CCN=C(C2=CC1)C1CCN(CC1)S(=O)(=O)C=1N=CN(C1)C (6-methoxy-1-[1-(1-methyl-1H-imidazole-4-sulfonyl)-piperidin-4-yl]-3,4-dihydro-isoquinoline), [BH4-].[Na+] (NaBH4). Run at time 2 hour. Product: COC=1C=C2CCNC(C2=CC1)C1CCN(CC1)S(=O)(=O)C=1N=CN(C1)C (6-Methoxy-1-[1-(1-methyl-1H-imidazole-4-sulfonyl)-piperidin-4-yl]-1,2,3,4-tetrahydroisoquinoline). The yield is 71.6%. Starting materials: ClCCN1P(OCCC1O)(N(CCCl)CCCl)=O (3-(2-chloroethyl)-2-(bis-(2-chloroethyl)-amino)-4-hydroxy-tetrahydro-2H-1,3,2-oxazaphosphorin-2-oxide), C1(CCCCC1)[NH3+].SCCS(=O)(=O)[O-] (cyclohexylammonium 2-mercaptoethanesulphonate), ClC(C(=O)O)(Cl)Cl (trichloroacetic acid). Run in CN(C=O)C (dimethylformamide). Reaction conditions: time 2 day. Yields the product C1(CCCCC1)[NH3+].ClCCN1P(OCCC1SCCS(=O)(=O)[O-])(=O)N(CCCl)CCCl (2-[3-(2-chloroethyl)-2-(bis-(2-chloroethyl)-amino)-2-oxo-tetrahydro-2H-1,3,2-oxazaphosphorin-4-yl-thio]-ethanesulphonic acid cyclohexylammonium salt). Reaction SMILES: [Cl:1][CH2:2][CH2:3][N:4]1[CH:9](O)[CH2:8][CH2:7][O:6][P:5]1(=[O:18])[N:11]([CH2:15][CH2:16][Cl:17])[CH2:12][CH2:13][Cl:14].[CH:19]1([NH3+:25])[CH2:24][CH2:23][CH2:22][CH2:21][CH2:20]1.[SH:26][CH2:27][CH2:28][S:29]([O-:32])(=[O:31])=[O:30].ClC(Cl)(Cl)C(O)=O>CN(C)C=O>[CH:19]1([NH3+:25])[CH2:24][CH2:23][CH2:22][CH2:21][CH2:20]1.[Cl:1][CH2:2][CH2:3][N:4]1[CH:9]([S:26][CH2:27][CH2:28][S:29]([O-:32])(=[O:31])=[O:30])[CH2:8][CH2:7][O:6][P:5]1([N:11]([CH2:15][CH2:16][Cl:17])[CH2:12][CH2:13][Cl:14])=[O:18] |f:1.2,5.6|. Procedure: 340 mg (1 mmol) of 3-(2-chloroethyl)-2-(bis-(2-chloroethyl)-amino)-4-hydroxy-tetrahydro-2H-1,3,2-oxazaphosphorin-2-oxide and 240 mg (1 mmol) cyclohexylammonium-2-mercaptoethanesulphonate in 2 ml of dimethylformamide were mixed with a trace of trichloroacetic acid and were stored for 2 days at -25° C. The reaction mixture was then precipitated with 20 times the quantity of ether. The residue was washed and dried. Reactants: ClC1=NC=CC(=N1)C1=CC=C(C=C1)OC (2-Chloro-4-(4-methoxy-phenyl)-pyrimidine), B(Br)(Br)Br (boron tribromide), Ice water. Run in ClCCl (dichloromethane). Conditions: time 16 hour. The product is ClC1=NC=CC(=N1)C1=CC=C(C=C1)O (4-(2-Chloro-pyrimidin-4-yl)-phenol). Isolated yield 94.6%. As a reaction SMILES: [Cl:1][C:2]1[N:7]=[C:6]([C:8]2[CH:13]=[CH:12][C:11]([O:14]C)=[CH:10][CH:9]=2)[CH:5]=[CH:4][N:3]=1.B(Br)(Br)Br>ClCCl>[Cl:1][C:2]1[N:7]=[C:6]([C:8]2[CH:13]=[CH:12][C:11]([OH:14])=[CH:10][CH:9]=2)[CH:5]=[CH:4][N:3]=1. Procedure: To a solution of 17 (3.7 g, 16.8 mmol) in dry dichloromethane (42 mL) at 0° C. was added boron tribromide (3.17 mL, 33.5 mmol). The mixture was stirred vigorously at room temperature for 16 h, cooled down to 0° C. Ice-water was poured-in and the stirring was continued for 30 min. The reaction mixture was concentrated to form a precipitate which was collected by filtration, washed with water, dried and purified by flash chromatography on silica gel (MeOH/CH2Cl2: 2/98) to afford the title compound... Reactants: CN(C)C=O (DMF), CSC=1C2=C(N=CN1)SC=C2 (4-(Methylthio)thieno[2,3-d]pyrimidine), [Li+].CC(C)[N-]C(C)C (LDA). Solvent: O (water), C1CCOC1 (THF), C1CCOC1 (THF). Run at temperature -78 celsius, time 1 hour. Yields the product CSC=1C2=C(N=CN1)SC(=C2)C=O (4-(Methylthio)thieno[2,3-d]pyrimidine-6-carbaldehyde). Isolated yield 51.0%. Reaction SMILES: [CH3:1][S:2][C:3]1[C:4]2[CH:11]=[CH:10][S:9][C:5]=2[N:6]=[CH:7][N:8]=1.[Li+].CC([N-]C(C)C)C.CN([CH:23]=[O:24])C>C1COCC1.O>[CH3:1][S:2][C:3]1[C:4]2[CH:11]=[C:10]([CH:23]=[O:24])[S:9][C:5]=2[N:6]=[CH:7][N:8]=1 |f:1.2|. Procedure: 4-(Methylthio)thieno[2,3-d]pyrimidine (J. Heterocycl. Chem. 1975, 12, 921-924) (1 g) in THF (5 mL) was added to a preformed solution of LDA [BuLi (1.6M in hexanes, 3.8 mL) and di-isopropylamine (0.85 mL)] in THF (20 mL) at −78° C. The reaction mixture was allowed to stir for 1 hour at −78° C. and then DMF (1.1 mL) was added. The reaction mixture was stirred at −78° C. for 30 minutes then allowed to warm to ambient temperature and stirred for a further 3 hours. The reaction mixture was diluted wi... Starting materials: FC1=CC=C(N)C=C1 (4-Fluoroaniline), COC1OC(CC1)OC (2,5-dimethoxytetrahydrofuran), ice water. Run in C(C)(=O)O (acetic acid). Product: FC1=CC=C(C=C1)N1C=CC=C1 (1-(4-fluorophenyl)pyrrole). Isolated yield 72.4%. As a reaction SMILES: [F:1][C:2]1[CH:8]=[CH:7][C:5]([NH2:6])=[CH:4][CH:3]=1.CO[CH:11]1[CH2:15][CH2:14][CH:13](OC)O1>C(O)(=O)C>[F:1][C:2]1[CH:8]=[CH:7][C:5]([N:6]2[CH:11]=[CH:15][CH:14]=[CH:13]2)=[CH:4][CH:3]=1. Reported procedure: 4-Fluoroaniline (117 g) and 2,5-dimethoxytetrahydrofuran (139 g) were added to acetic acid (120 ml), stirred at reflux temperature for an hour and then the reaction solution was poured into ice water (1 l). The precipitated solid was filtered, dissolved in methanol and water was added therein. The precipitated solid was collected again by filtration to give 1-(4-fluorophenyl)pyrrole (122.7 g). Starting materials: N(=O)Cl (nitrosyl chloride), C(Cl)(Cl)(Cl)Cl (carbon tetrachloride), C(Cl)(Cl)(Cl)Cl (carbon tetrachloride), COC1=CC=C(C=C1)C(C)=O (p-methoxyacetophenone). Conditions: temperature 35 celsius, time 90 minute. Yields the product ClC(=NO)C(C1=CC=C(C=C1)OC)=O (1-chloro-1-p-methoxybenzoylformaldoxime). Isolated yield 62.7%. RXN SMILES: [N:1](Cl)=[O:2].[CH3:4][O:5][C:6]1[CH:11]=[CH:10][C:9]([C:12](=[O:14])[CH3:13])=[CH:8][CH:7]=1.C(Cl)(Cl)(Cl)[Cl:16]>>[Cl:16][C:13]([C:12](=[O:14])[C:9]1[CH:10]=[CH:11][C:6]([O:5][CH3:4])=[CH:7][CH:8]=1)=[N:1][OH:2]. Reported procedure: To a stirred solution of 60 g (0.92 mole) of nitrosyl chloride dissolved in 1300 ml of carbon tetrachloride at 5°-10° C. was added, over a period of 10 minutes, a solution of 60 g (0.4 mole) of p-methoxyacetophenone in 200 ml of carbon tetrachloride. The reaction mixture was then warmed to 35° C. and stirred at 35°-38° C. for 90 minutes during which the product precipitated (some cooling was necessary to maintain the temperature in the specified range). The reaction mixture was then warmed to 40... The reactants are C(C=C)(=O)OC (methyl acrylate), CC=1OC=CC1 (2-methylfuran). The product is CC1=CC=C(O1)C=CC(=O)OC (methyl β-(5-methyl-2-furyl)acrylate). Yield: 26.0%. Reaction SMILES: [C:1]([O:5][CH3:6])(=[O:4])[CH:2]=[CH2:3].[CH3:7][C:8]1[O:9][CH:10]=[CH:11][CH:12]=1>>[CH3:7][C:8]1[O:9][C:10]([CH:3]=[CH:2][C:1]([O:5][CH3:6])=[O:4])=[CH:11][CH:12]=1. Reported procedure: The reaction and post treatment were carried out in the same manner as described in Example 21 except that 30 ml of 2-methylfuran was used instead of 30 ml of furan, the amount of methyl acrylate was changed to 1.015 g and the reaction temperature was changed to 200° C. From a fraction eluted with benzene/hexane (4/1) was obtained 0.51 g of methyl β-(5-methyl-2-furyl)acrylate (2) (the yield was 26%). Starting materials: NC1=CC=C(C=C1)C(CN1C(=NC(C1=O)(CCC)C1=CC=CC=C1)C)=O (3-[2-(4-amino-phenyl)-2-oxo-ethyl]-2-methyl-5-phenyl-5-propyl-3,5-dihydro-imidazol-4-one), C(C)C(C(=O)Cl)CC (2-ethyl-butyryl chloride). Yields the product C(C)C(C(=O)NC1=CC=C(C=C1)C(CN1C(=NC(C1=O)(CCC)C1=CC=CC=C1)C)=O)CC ((−)-2-ethyl-N-{4-[2-(2-methyl-5-oxo-4-phenyl-4-propyl-4,5-dihydro-imidazol-1-yl)-acetyl]-phenyl}-butyramide). As a reaction SMILES: [NH2:1][C:2]1[CH:7]=[CH:6][C:5]([C:8](=[O:26])[CH2:9][N:10]2[C:14](=[O:15])[C:13]([C:19]3[CH:24]=[CH:23][CH:22]=[CH:21][CH:20]=3)([CH2:16][CH2:17][CH3:18])[N:12]=[C:11]2[CH3:25])=[CH:4][CH:3]=1.[CH2:27]([CH:29]([CH2:33][CH3:34])[C:30](Cl)=[O:31])[CH3:28]>>[CH2:27]([CH:29]([CH2:33][CH3:34])[C:30]([NH:1][C:2]1[CH:3]=[CH:4][C:5]([C:8](=[O:26])[CH2:9][N:10]2[C:14](=[O:15])[C:13]([C:19]3[CH:24]=[CH:23][CH:22]=[CH:21][CH:20]=3)([CH2:16][CH2:17][CH3:18])[N:12]=[C:11]2[CH3:25])=[CH:6][CH:7]=1)=[O:31])[CH3:28]. Procedure details: Synthesis in analogy to Example 8 starting from enantiomerically pure 3-[2-(4-amino-phenyl)-2-oxo-ethyl]-2-methyl-5-phenyl-5-propyl-3,5-dihydro-imidazol-4-one and 2-ethyl-butyryl chloride to yield (−)-2-ethyl-N-{4-[2-(2-methyl-5-oxo-4-phenyl-4-propyl-4,5-dihydro-imidazol-1-yl)-acetyl]-phenyl}-butyramide. LC/MS at 254 nm; [M+H] 448; Rt=3.313 min; optical rotation=−8.2°, c=1.0 in methanol. Starting materials: C1CCCNCC1 (effective_coupling_partner), CC(C)(C)C(=O)Oc1ccccc1 (substrate). Reagents/catalysts: IPr. Conditions: temperature 80 celsius, time 3 hour. Product: c2ccc(N1CCCCCC1)cc2.